This data is from the Open Reaction Database (ORD), a public repository of structured organic reaction records. The task is: describe an organic reaction: reactants, conditions, products, and yield The reactants are CCOC(=O)c1cccc(NC(=O)NC2CN(c3ccccc3F)c3ccccc3N(CC(=O)C(C)(C)C)C2=O)c1, CO, CCO, [Li+], C1CCOC1, [OH-], O. The product is CC(C)(C)C(=O)CN1C(=O)C(NC(=O)Nc2cccc(C(=O)O)c2)CN(c2ccccc2F)c2ccccc21. As a reaction SMILES: [C:1]([CH3:2])([CH3:3])([CH3:4])[C:5](=[O:6])[CH2:7][N:8]1[C:9](=[O:41])[CH:10]([NH:26][C:27](=[O:28])[NH:29][c:30]2[cH:31][c:32]([C:36](=[O:37])[O:38][CH2:39][CH3:40])[cH:33][cH:34][cH:35]2)[CH2:11][N:12]([c:19]2[c:20]([F:25])[cH:21][cH:22][cH:23][cH:24]2)[c:13]2[c:14]1[cH:15][cH:16][cH:17][cH:18]2.[CH3:45][OH:46].[CH3:52][CH2:53][OH:54].[Li+:44].[O:47]1[CH2:48][CH2:49][CH2:50][CH2:51]1.[OH-:43].[OH2:42]>>[C:1]([CH3:2])([CH3:3])([CH3:4])[C:5](=[O:6])[CH2:7][N:8]1[C:9](=[O:41])[CH:10]([NH:26][C:27](=[O:28])[NH:29][c:30]2[cH:31][c:32]([C:36](=[O:37])[OH:38])[cH:33][cH:34][cH:35]2)[CH2:11][N:12]([c:19]2[c:20]([F:25])[cH:21][cH:22][cH:23][cH:24]2)[c:13]2[c:14]1[cH:15][cH:16][cH:17][cH:18]2. Starting materials: CC(=O)C(C(=O)NC1=CC2=C(C=C1)NC(=O)N2)N=NC3=CC=CC=C3C(=O)O (C.I. pigment yellow 151), zirconia, C1=CC(=CC=C1N=NC2C(=NN(C2=O)C3=CC=C(C=C3)S(=O)(=O)[O-])C(=O)[O-])S(=O)(=O)[O-].[Na+].[Na+].[Na+] (C.I. acid yellow 23), [OH-].[Na+] (sodium hydroxide). The solvent is O (water), O (water), O (water), O (water). Conditions: time 5 hour. The product is N=1C(N=C2C1C=CC=C2)=O (Benzimidazolone). As a reaction SMILES: CC(C(N=NC1C(C(O)=O)=CC=CC=1)C(N[C:8]1[CH:13]=[CH:12][C:11]2[NH:14][C:15]([NH:17][C:10]=2[CH:9]=1)=[O:16])=O)=O.C1C(N=NC2C(=O)N(C3C=CC(S([O-])(=O)=O)=CC=3)N=C2C([O-])=O)=CC=C(S([O-])(=O)=O)C=1.[Na+].[Na+].[Na+].[OH-].[Na+]>O>[N:14]1[C:15](=[O:16])[N:17]=[C:10]2[CH:9]=[CH:8][CH:13]=[CH:12][C:11]=12 |f:1.2.3.4,5.6|. Reported procedure: 20 g of C.I. pigment yellow 151 having an average primary particle diameter of 80 nm (in which the content of metal ions having a valence of at least 2 was 270 ppm), 4 g of a commercially available dye C.I. acid yellow 23 and 110 g of deionized water were mixed, a 1% sodium hydroxide aqueous solution was added so as to adjust the pH of a mixture liquid to 9.0, and the mixture liquid was dispersed with a paint shaker in the presence of zirconia beads as media for approximately 5 hours, to obtain ... The reactants are ClC1=CC=C2C(=CN(C2=C1)CC(=O)O)C(=O)N1CCC(CC1)C1=C(C=CC=C1OC)OC ({6-chloro-3-[4-(2,6-dimethoxy-phenyl)-piperidine-1-carbonyl]-indol-1-yl}-acetic acid), N (ammonia). Run in C1CCOC1 (THF). The product is ClC1=CC=C2C(=CN(C2=C1)CC(=O)N)C(=O)N1CCC(CC1)C1=C(C=CC=C1OC)OC (2-{6-Chloro-3-[4-(2,6-dimethoxy-phenyl)-piperidine-1-carbonyl]-indol-1-yl}-acetamide). Reaction SMILES: [Cl:1][C:2]1[CH:10]=[C:9]2[C:5]([C:6]([C:15]([N:17]3[CH2:22][CH2:21][CH:20]([C:23]4[C:28]([O:29][CH3:30])=[CH:27][CH:26]=[CH:25][C:24]=4[O:31][CH3:32])[CH2:19][CH2:18]3)=[O:16])=[CH:7][N:8]2[CH2:11][C:12]([OH:14])=O)=[CH:4][CH:3]=1.[NH3:33]>C1COCC1>[Cl:1][C:2]1[CH:10]=[C:9]2[C:5]([C:6]([C:15]([N:17]3[CH2:22][CH2:21][CH:20]([C:23]4[C:24]([O:31][CH3:32])=[CH:25][CH:26]=[CH:27][C:28]=4[O:29][CH3:30])[CH2:19][CH2:18]3)=[O:16])=[CH:7][N:8]2[CH2:11][C:12]([NH2:33])=[O:14])=[CH:4][CH:3]=1. Procedure details: Analogous to general procedure I, the coupling of {6-chloro-3-[4-(2,6-dimethoxy-phenyl)-piperidine-1-carbonyl]-indol-1-yl}-acetic acid (prepared herein) with (commercially available) ammonia in THF gave the title compound. Starting materials: C(C)(=O)O (acetic acid), N1N=NN=C1CNC(OC(C)(C)C)=O (tert-Butyl 1H-tetraazol-5-ylmethylcarbamate), C[Si](C)(C)C=[N+]=[N-] (trimethylsilyldiazomethane). Run in ClCCl (dichloromethane), CO (methanol), CCCCCC (hexane). Product: CN1N=C(N=N1)CNC(OC(C)(C)C)=O (tert-Butyl (2-methyl-2H-tetraazol-5-yl)methylcarbamate). Reaction SMILES: [NH:1]1[C:5]([CH2:6][NH:7][C:8](=[O:14])[O:9][C:10]([CH3:13])([CH3:12])[CH3:11])=[N:4][N:3]=[N:2]1.[CH3:15][Si](C=[N+]=[N-])(C)C.C(O)(=O)C>ClCCl.CO.CCCCCC>[CH3:15][N:3]1[N:2]=[N:1][C:5]([CH2:6][NH:7][C:8](=[O:14])[O:9][C:10]([CH3:11])([CH3:13])[CH3:12])=[N:4]1. Procedure details: To a stirred solution of Intermediate 36 (1.0 g) in dichloromethane (35 ml) and methanol (10 ml) at 22° C. under nitrogen was added dropwise 10% trimethylsilyldiazomethane in hexane (12.0 ml). The mixture was stirred for 2 h at 22° C. before acetic acid (2 ml) was added dropwise and the solvents were evaporated in vacuo. The crude residue was purified by Biotage flash column chromatography on silica gel (90 g cartridge), eluting with 10% cyclohexane in ether. The fractions for the first eluting ... Starting materials: CO, Cc1c(F)cccc1C(=O)O. The product is COC(=O)c1cccc(F)c1C. As a reaction SMILES: [CH3:12][OH:13].[F:1][c:2]1[c:3]([CH3:11])[c:4]([C:5](=[O:6])[OH:7])[cH:8][cH:9][cH:10]1>>[F:1][c:2]1[c:3]([CH3:11])[c:4]([C:5]([O:6][CH3:12])=[O:7])[cH:8][cH:9][cH:10]1. The reactants are BrC1=CC=C(OC(C(=O)O)CC)C=C1 ((2RS)-2-(4-bromophenoxy)butyric acid), [Si](C)(C)(C(C)(C)C)O[C@@H]1C=C2C=C[C@@H]([C@@H]([C@H]2[C@H](C1)O)CC[C@@H]1C[C@H](CC(O1)=O)O[Si](C)(C)C(C)(C)C)C ((4R,6R)-6-{(1S,2S,6S,8S,8aR)-2-[1,2,6,7,8,8a-hexahydro-6-t-butyldimethylsilyloxy-8-hydroxy-2-methyl-1-naphthyl]ethyl}tetrahydro-4-t-butyldimethylsilyloxy-2H-pyran-2-one). Yields the product [Si](C)(C)(C(C)(C)C)O[C@@H]1C=C2C=C[C@@H]([C@@H]([C@H]2[C@H](C1)OC(C(CC)OC1=CC=C(C=C1)Br)=O)CC[C@@H]1C[C@H](CC(O1)=O)O[Si](C)(C)C(C)(C)C)C ((4R,6R)-6-([1S,2S,6S,8S,8aR]-2-(1,2,6,7,8,8a-Hexahydro-6-t-butyldimethylsilyloxy-8-[(2RS)-2-(4-bromophenoxy)butyryloxy]-2-methyl-1-naphthyl}ethyl)tetrahydro-4-t-butyldimethylsilyloxy-2H-pyran-2-one). Yield: 96.0%. RXN SMILES: [Br:1][C:2]1[CH:14]=[CH:13][C:5]([O:6][CH:7]([CH2:11][CH3:12])[C:8]([OH:10])=[O:9])=[CH:4][CH:3]=1.[Si:15]([O:22][C@H:23]1[CH2:32][C@H:31](O)[C@H:30]2[C:25]([CH:26]=[CH:27][C@H:28]([CH3:51])[C@@H:29]2[CH2:34][CH2:35][C@H:36]2[O:41][C:40](=[O:42])[CH2:39][C@H:38]([O:43][Si:44]([C:47]([CH3:50])([CH3:49])[CH3:48])([CH3:46])[CH3:45])[CH2:37]2)=[CH:24]1)([C:18]([CH3:21])([CH3:20])[CH3:19])([CH3:17])[CH3:16]>>[Si:15]([O:22][C@H:23]1[CH2:32][C@H:31]([O:9][C:8](=[O:10])[CH:7]([O:6][C:5]2[CH:4]=[CH:3][C:2]([Br:1])=[CH:14][CH:13]=2)[CH2:11][CH3:12])[C@H:30]2[C:25]([CH:26]=[CH:27][C@H:28]([CH3:51])[C@@H:29]2[CH2:34][CH2:35][C@H:36]2[O:41][C:40](=[O:42])[CH2:39][C@H:38]([O:43][Si:44]([C:47]([CH3:50])([CH3:49])[CH3:48])([CH3:45])[CH3:46])[CH2:37]2)=[CH:24]1)([C:18]([CH3:19])([CH3:20])[CH3:21])([CH3:17])[CH3:16]. Procedure details: A procedure similar to that described in Example 1, above, was followed, but using 0.94 g of (2RS)-2-(4-bromophenoxy)butyric acid and 1.0 g of (4R,6R)-6-{(1S,2S,6S,8S,8aR)-2-[1,2,6,7,8,8a-hexahydro-6-t-butyldimethylsilyloxy-8-hydroxy-2-methyl-1-naphthyl]ethyl}tetrahydro-4-t-butyldimethylsilyloxy-2H-pyran-2-one [prepared as described in Example B, above], to give 1.38 g of the title compound as a colorless foam. Starting materials: C1=C(C=CC2=CC=CC=C12)C=C(CCC)[N+](=O)[O-] (1-(2-naphthyl)-2-nitro-1-pentene), [H-].[Al+3].[Li+].[H-].[H-].[H-] (lithium aluminum hydride), O (water), [H-].[H-].[H-].[H-].[Li+].[Al+3] (LiAlH4). Run in O1CCCC1 (tetrahydrofuran), O1CCCC1 (THF). Conditions: time 8 hour. The product is C1=C(C=CC2=CC=CC=C12)CC(CCC)N (1-(2-naphthyl)-2-aminopentane). RXN SMILES: [CH:1]1[C:10]2[C:5](=[CH:6][CH:7]=[CH:8][CH:9]=2)[CH:4]=[CH:3][C:2]=1[CH:11]=[C:12]([N+:16]([O-])=O)[CH2:13][CH2:14][CH3:15].[H-].[Al+3].[Li+].[H-].[H-].[H-].O>O1CCCC1>[CH:1]1[C:10]2[C:5](=[CH:6][CH:7]=[CH:8][CH:9]=2)[CH:4]=[CH:3][C:2]=1[CH2:11][CH:12]([NH2:16])[CH2:13][CH2:14][CH3:15] |f:1.2.3.4.5.6|. Reported procedure: A solution of 7.70 g (31.9 mmol) of 1-(2-naphthyl)-2-nitro-1-pentene in tetrahydrofuran (THF) (30 ml) was added dropwise to a suspension of 2.42 g (63.8 mmol) of lithium aluminum hydride (LiAlR4) in THF (40 ml) over 1 hr under ice cooling and the mixture was stirred overnight at room temperature. After excessive LiAlH4 was decomposed with distilled water under ice cooling the mixture was filtered and the filtrate was concentrated. Thereafter, ether (100 ml) was added to the concentrate and was e... Conditions: time 12 hour. The solvent is FC(C(=O)O)(F)F (trifluoroacetic acid). As a reaction SMILES: [C:1]1(OC)[CH:6]=[CH:5][CH:4]=[CH:3][CH:2]=1.C([O:13][C:14](=[O:27])[CH:15]([CH2:25][CH3:26])[CH2:16][NH:17][C:18]([O:20][C:21]([CH3:24])(C)C)=[O:19])(C)(C)C>FC(F)(F)C(O)=O>[C:18]([NH:17][CH2:16][CH:15]([CH2:25][CH3:26])[C:14]([OH:13])=[O:27])([O:20][CH2:21][CH:24]1[C:2]2[C:1](=[CH:6][CH:5]=[CH:4][CH:3]=2)[C:6]2[C:1]1=[CH:2][CH:3]=[CH:4][CH:5]=2)=[O:19]. Reported procedure: Anisole (0.5 ml) and trifluoroacetic acid (10 ml) were added to N-t-butyloxycarbonyl-α-ethyl-β-alanine-t-butyl ester (0.98 g) and the mixture was stirred at room temperature for 12 hours. After trifluoroacetic acid was distilled off, the residue was dissolved in water (5 ml) and neutralized with a 10% aqueous solution of sodium carbonate. The product was protected with Fmoc by the same procedure as in Example 2-(3). A crystal of N-Fmoc-α-ethyl-β-alanine (437 mg, 36%) was obtained upon recrystall... Isolated yield 36.0%. The product is C(=O)(OCC1C2=CC=CC=C2C2=CC=CC=C12)NCC(C(=O)O)CC (N-Fmoc-α-ethyl-β-alanine). Starting materials: C1(=CC=CC=C1)OC (Anisole), C(C)(C)(C)OC(C(CNC(=O)OC(C)(C)C)CC)=O (N-t-butyloxycarbonyl-α-ethyl-β-alanine-t-butyl ester). The reactants are CN(C)C(=O)Sc1cc2c(cc1C#N)CCCC2, C[O-], CO, CN(C)C=O, Cl, [Na+]. Yields the product N#Cc1cc2c(cc1S)CCCC2. As a reaction SMILES: [C:1](#[N:2])[c:3]1[c:4]([S:13][C:14](=[O:15])[N:16]([CH3:17])[CH3:18])[cH:5][c:6]2[c:11]([cH:12]1)[CH2:10][CH2:9][CH2:8][CH2:7]2.[CH3:19][O-:20].[CH3:22][OH:23].[CH3:25][N:26]([CH3:27])[CH:28]=[O:29].[ClH:24].[Na+:21]>>[C:1](#[N:2])[c:3]1[c:4]([SH:13])[cH:5][c:6]2[c:11]([cH:12]1)[CH2:10][CH2:9][CH2:8][CH2:7]2. Starting materials: O.[Cl-].[Na+].O (H2O brine), Cl.Cl.C1NCCC2=CC=NC=C12 (1,2,3,4-tetrahydro-2,7-naphthyridine dihydrochloride), FC1=C(C=C(C=C1)[N+](=O)[O-])C (2-fluoro-5-nitrotoluene), C(C)(C)N(C(C)C)CC (N,N-diisopropylethylamine). Solvent: CS(=O)C (DMSO). Conditions: temperature 115 celsius. The product is CC1=C(C=CC(=C1)[N+](=O)[O-])N1CC2=CN=CC=C2CC1 (2-(2-methyl-4-nitrophenyl)-1,2,3,4-tetrahydro-2,7-naphthyridine). The yield is 61.6%. Reaction SMILES: Cl.Cl.[CH2:3]1[C:12]2[C:7](=[CH:8][CH:9]=[N:10][CH:11]=2)[CH2:6][CH2:5][NH:4]1.F[C:14]1[CH:19]=[CH:18][C:17]([N+:20]([O-:22])=[O:21])=[CH:16][C:15]=1[CH3:23].C(N(CC)C(C)C)(C)C.O.[Cl-].[Na+].O>CS(C)=O>[CH3:23][C:15]1[CH:16]=[C:17]([N+:20]([O-:22])=[O:21])[CH:18]=[CH:19][C:14]=1[N:10]1[CH2:9][CH2:8][C:7]2[C:12](=[CH:3][N:4]=[CH:5][CH:6]=2)[CH2:11]1 |f:0.1.2,5.6.7.8|. Procedure details: A mixture of commercially available 1,2,3,4-tetrahydro-2,7-naphthyridine dihydrochloride (456 mg, 2.2 mmol), 2-fluoro-5-nitrotoluene (512 mg, 3.3 mmol), and N,N-diisopropylethylamine (2.0 mL, 11.4 mmol) in 8.0 mL DMSO was heated at 115° C. for 20 hours. The reaction was added to a H2O/brine mixture, then extracted with EtOAc. The EtOAc portion was washed with a H2O/brine mixture, aqueous Na2CO3 solution, dried with anhydrous Na2SO4, and evaporated to an oil. An impure sample from a previous reac...